From a dataset of the Open Reaction Database (ORD), a public repository of structured organic reaction records. describe an organic reaction: reactants, conditions, products, and yield Product: C1(=CC=CC=C1)C1=NOC(=C1C=1N=CN(C1)C1=CC=C(C#N)C=C1)C(F)(F)F (4-[4-(3-Phenyl-5-trifluoromethyl-isoxazol-4-yl)-imidazol-1-yl]-benzonitrile). Yield: 49.0%. Starting materials: N1C=NC(=C1)C=1C(=NOC1C(F)(F)F)C1=CC=CC=C1 (4-(1H-imidazol-4-yl)-3-phenyl-5-trifluoromethyl-isoxazole), FC1=CC=C(C#N)C=C1 (4-fluorobenzonitrile). Procedure: As described for Example 4, 4-(1H-imidazol-4-yl)-3-phenyl-5-trifluoromethyl-isoxazole (90 mg, 0.32 mmol) was converted, using 4-fluorobenzonitrile instead of 4-fluorobenzotrifluoride, to the title compound (60 mg, 49%) which was obtained as a white solid. MS: m/e=381.2 [M+H]+. Reaction SMILES: [NH:1]1[CH:5]=[C:4]([C:6]2[C:7]([C:15]3[CH:20]=[CH:19][CH:18]=[CH:17][CH:16]=3)=[N:8][O:9][C:10]=2[C:11]([F:14])([F:13])[F:12])[N:3]=[CH:2]1.F[C:22]1[CH:29]=[CH:28][C:25]([C:26]#[N:27])=[CH:24][CH:23]=1>>[C:15]1([C:7]2[C:6]([C:4]3[N:3]=[CH:2][N:1]([C:22]4[CH:29]=[CH:28][C:25]([C:26]#[N:27])=[CH:24][CH:23]=4)[CH:5]=3)=[C:10]([C:11]([F:14])([F:12])[F:13])[O:9][N:8]=2)[CH:16]=[CH:17][CH:18]=[CH:19][CH:20]=1.